describe an organic reaction: reactants, conditions, products, and yield From a dataset of the Open Reaction Database (ORD), a public repository of structured organic reaction records. Reactants: CN(C1=CC=C(C=C1)C=CC=1C=C2C=NNC(C2=CC1)=O)C (6-[2-(4-Dimethylaminophenyl)ethenyl]-1(2H)-phthalazinone), mixture, Cl (HCl). The reagents and catalysts are [Pd] (Pd/C). Run in CO (methanol). Product: CN(C1=CC=C(C=C1)CCC=1C=C2C=NNC(C2=CC1)=O)C (6-[2-(4-Dimethylaminophenyl)ethyl]-1(2H)-phthalazinone). As a reaction SMILES: [CH3:1][N:2]([CH3:22])[C:3]1[CH:8]=[CH:7][C:6]([CH:9]=[CH:10][C:11]2[CH:12]=[C:13]3[C:18](=[CH:19][CH:20]=2)[C:17](=[O:21])[NH:16][N:15]=[CH:14]3)=[CH:5][CH:4]=1.Cl>CO.[Pd]>[CH3:22][N:2]([CH3:1])[C:3]1[CH:4]=[CH:5][C:6]([CH2:9][CH2:10][C:11]2[CH:12]=[C:13]3[C:18](=[CH:19][CH:20]=2)[C:17](=[O:21])[NH:16][N:15]=[CH:14]3)=[CH:7][CH:8]=1. Reported procedure: 6-[2-(4-Dimethylaminophenyl)ethenyl]-1(2H)-phthalazinone (2.6 gm of a mixture of cis/trans isomers) in methanol (100 ml)/5N.HCl (10 ml) was hydrogenated at 60 psig over 5% Pd/C (0.5 gm) for 20 hours. The reaction mixture was heated to dissolve the product and then filtered from the catalyst. The cooled filtrate was filtered to give the saturated product as a solid (2.3 gm), mp 257°-9° C. The reactants are COC(=O)C(NC(=O)N(C)Cc1ccccc1)C(C)(C)C, Cl, [Li+], C1COCCO1, [OH-]. The product is CN(Cc1ccccc1)C(=O)NC(C(=O)O)C(C)(C)C. As a reaction SMILES: [CH3:1][O:2][C:3]([CH:4]([C:5]([CH3:6])([CH3:7])[CH3:8])[NH:9][C:10](=[O:11])[N:12]([CH3:13])[CH2:14][c:15]1[cH:16][cH:17][cH:18][cH:19][cH:20]1)=[O:21].[ClH:24].[Li+:22].[O:25]1[CH2:26][CH2:27][O:28][CH2:29][CH2:30]1.[OH-:23]>>[O:2]=[C:3]([CH:4]([C:5]([CH3:6])([CH3:7])[CH3:8])[NH:9][C:10](=[O:11])[N:12]([CH3:13])[CH2:14][c:15]1[cH:16][cH:17][cH:18][cH:19][cH:20]1)[OH:21]. Starting materials: N1(CCCC1)CC1CCN(CC1)C1=C(C=C(C=O)C=C1)C(F)(F)F (4-(4-Pyrrolidin-1-ylmethyl-piperidin-1-yl)-3-trifluoromethyl-benzaldehyde), N1CCCCC1 (piperidine). Product: N1(CCCC1)CC1CCN(CC1)C1=C(C=C(CN2CCCCC2)C=C1)C(F)(F)F (1-[4-(4-Pyrrolidin-1-ylmethyl-piperidin-1-yl)-3-trifluoromethyl-benzyl]-piperidine). Reaction SMILES: [N:1]1([CH2:6][CH:7]2[CH2:12][CH2:11][N:10]([C:13]3[CH:20]=[CH:19][C:16]([CH:17]=O)=[CH:15][C:14]=3[C:21]([F:24])([F:23])[F:22])[CH2:9][CH2:8]2)[CH2:5][CH2:4][CH2:3][CH2:2]1.[NH:25]1[CH2:30][CH2:29][CH2:28][CH2:27][CH2:26]1>>[N:1]1([CH2:6][CH:7]2[CH2:12][CH2:11][N:10]([C:13]3[CH:20]=[CH:19][C:16]([CH2:17][N:25]4[CH2:30][CH2:29][CH2:28][CH2:27][CH2:26]4)=[CH:15][C:14]=3[C:21]([F:24])([F:23])[F:22])[CH2:9][CH2:8]2)[CH2:5][CH2:4][CH2:3][CH2:2]1. Reported procedure: Prepared from the product of Example 63 and piperidine. Reactants: C(C)(=O)C=1C(=CC2=C(OCO2)C1)NC(C1=CC(=CC(=C1)OC)OCC1=CC=CC=C1)=O (N-(6-acetylbenzo[d][1,3]-dioxol-5-yl)-3-(benzyloxy)-5-methoxybenzamide), [OH-].[Na+] (sodium hydroxide). Solvent: O1CCOCC1 (1,4-dioxane). Reaction conditions: time 12 hour. Product: C(C1=CC=CC=C1)OC=1C=C(C=C(C1)OC)C1=NC2=CC3=C(C=C2C(C1)=O)OCO3 (2-(3-Benzyloxy-5-methoxyphenyl)-6,7-methylenedioxyquinolin-4-one). As a reaction SMILES: [C:1]([C:4]1[C:5]([NH:13][C:14](=O)[C:15]2[CH:20]=[C:19]([O:21][CH3:22])[CH:18]=[C:17]([O:23][CH2:24][C:25]3[CH:30]=[CH:29][CH:28]=[CH:27][CH:26]=3)[CH:16]=2)=[CH:6][C:7]2[O:11][CH2:10][O:9][C:8]=2[CH:12]=1)(=[O:3])[CH3:2].[OH-].[Na+]>O1CCOCC1>[CH2:24]([O:23][C:17]1[CH:16]=[C:15]([C:14]2[CH2:2][C:1](=[O:3])[C:4]3[C:5](=[CH:6][C:7]4[O:11][CH2:10][O:9][C:8]=4[CH:12]=3)[N:13]=2)[CH:20]=[C:19]([O:21][CH3:22])[CH:18]=1)[C:25]1[CH:26]=[CH:27][CH:28]=[CH:29][CH:30]=1 |f:1.2|. Reported procedure: Into a suspension of 164 (3.33 g, 0.0079 mmol) in 200 mL of 1,4-dioxane was added sodium hydroxide (2.50 g, 0.0635 mmol). The mixture was refluxed for 24 h. After the reaction mixture was evaporated, 100 mL of 10% ammonium chloride solution was added. The mixture was stirred for 12 h, and then the precipitate was collected and washed with water and acetone. Reactants: ClC1=CC=C(C=C1)C(OC1CCNCC1)C1=NC=CC=C1 (4-[(4-chlorophenyl)-2-pyridylmethoxy]piperidine), BrCCCC(=O)OCC (ethyl 4-bromobutanoate), C([O-])([O-])=O.[K+].[K+] (potassium carbonate). Run in CC(=O)C (acetone). The product is ClC1=CC=C(C=C1)C(OC1CCN(CC1)CCCC(=O)OCC)C1=NC=CC=C1 (ethyl 4-[4-[(4-chlorophenyl)-2-pyridylmethoxy]-1-piperidyl]-butanoate). The yield is 91.3%. As a reaction SMILES: [Cl:1][C:2]1[CH:7]=[CH:6][C:5]([CH:8]([C:16]2[CH:21]=[CH:20][CH:19]=[CH:18][N:17]=2)[O:9][CH:10]2[CH2:15][CH2:14][NH:13][CH2:12][CH2:11]2)=[CH:4][CH:3]=1.Br[CH2:23][CH2:24][CH2:25][C:26]([O:28][CH2:29][CH3:30])=[O:27].C(=O)([O-])[O-].[K+].[K+]>CC(C)=O>[Cl:1][C:2]1[CH:7]=[CH:6][C:5]([CH:8]([C:16]2[CH:21]=[CH:20][CH:19]=[CH:18][N:17]=2)[O:9][CH:10]2[CH2:11][CH2:12][N:13]([CH2:23][CH2:24][CH2:25][C:26]([O:28][CH2:29][CH3:30])=[O:27])[CH2:14][CH2:15]2)=[CH:4][CH:3]=1 |f:2.3.4|. Procedure: After 4.98 g (16.45 mmol) of 4-[(4-chlorophenyl)-2-pyridylmethoxy]piperidine and 3.85 g (19.74 mmol) of ethyl 4-bromobutanoate were dissolved in 35 ml of acetone, 2.73 g (19.75 mmol) of potassium carbonate was added to the mixed solution, and the mixture was stirred under reflux by heating for 4 hours. The insolubles were filtered off, and the filtrate was concentrated under reduced pressure. The residue was separated by silica gel column chromatography using a solvent mixture of chloroform and ... Reactants: BrC=1C(=C(C=CC1)NCC1=C(SC(=C1)C(C)(C)C)C(=O)OC)CO[Si](C)(C)C(C)(C)C (Methyl 3-((3-Bromo-2-((tert-butyldimethylsilyloxy)methyl)-phenylamino)methyl)-5-tert-butylthiophene-2-carboxylate), [OH-].[Li+] (lithium hydroxide), C1CCOC1 (THF), C(C)O (ethanol). Run in O (water). Run at time 2 hour. The product is BrC=1C(=C(C=CC1)NCC1=C(SC(=C1)C(C)(C)C)C(=O)O)CO (3-((3-Bromo-2-(hydroxymethyl)phenylamino)methyl)-5-tert-butylthiophene-2-carboxylic Acid). Isolated yield 65.0%. As a reaction SMILES: [Br:1][C:2]1[C:3]([CH2:23][O:24][Si](C(C)(C)C)(C)C)=[C:4]([NH:8][CH2:9][C:10]2[CH:14]=[C:13]([C:15]([CH3:18])([CH3:17])[CH3:16])[S:12][C:11]=2[C:19]([O:21]C)=[O:20])[CH:5]=[CH:6][CH:7]=1.[OH-].[Li+].C1COCC1.C(O)C>O>[Br:1][C:2]1[C:3]([CH2:23][OH:24])=[C:4]([NH:8][CH2:9][C:10]2[CH:14]=[C:13]([C:15]([CH3:16])([CH3:17])[CH3:18])[S:12][C:11]=2[C:19]([OH:21])=[O:20])[CH:5]=[CH:6][CH:7]=1 |f:1.2|. Procedure details: A 50-mL single-necked round-bottomed flask equipped with a magnetic stirrer was charged with 114e (1.10 g, 2.09 mmol), lithium hydroxide (201 mg, 8.36 mmol), THF (10 mL), ethanol (10 mL) and water (10 mL). After stirring at room temperature for 2 h, the solvent was removed under reduced pressure and the resulting residue was acidified with 2N hydrochloric acid to pH of 4. The resulting aqueous solution was extracted with ethyl acetate (3×30 mL), and the organic extracts were combined and dried o... Starting materials: C(CCC)N1C(NC(C1=O)C(C)O)=O (3-n-butyl-5-(1-hydroxyethyl)hydantoin), CS(=O)(=O)O (methane sulphonic acid), O (water). The solvent is C1(=CC=CC=C1)C (toluene). The product is C(CCC)N1C(N\C(\C1=O)=C/C)=O ((Z)-3-n-Butyl-5-ethylidene-2,4-imidazolidinedione). Reaction SMILES: [CH2:1]([N:5]1[C:9](=[O:10])[CH:8]([CH:11](O)[CH3:12])[NH:7][C:6]1=[O:14])[CH2:2][CH2:3][CH3:4].CS(O)(=O)=O.O>C1(C)C=CC=CC=1>[CH2:1]([N:5]1[C:9](=[O:10])/[C:8](=[CH:11]/[CH3:12])/[NH:7][C:6]1=[O:14])[CH2:2][CH2:3][CH3:4]. Procedure details: A solution of (1' RS, 5 SR)-3-n-butyl-5-(1-hydroxyethyl)hydantoin (7.7 g 0.039 mole) in toluene (150 ml) containing methane sulphonic acid (2.5 mole 0.039 mole) was heated under a Dean and Stark apparatus for 48 hours during which time 0.65 ml of water collected (94% of theory). The mixture was cooled to room-temperature and washed with dilute sodium bicarbonate and dried (MgSO4). Removal of the solvent gave a solid which was crystallised from cyclohexane to give the title compound as prisms m.p...